This data is from the Open Reaction Database (ORD), a public repository of structured organic reaction records. The task is: describe an organic reaction: reactants, conditions, products, and yield The reactants are C1CNCC=C1C(=O)O.Cl (isoguvacine hydrochloride), ClC1=NC=CC=C1[N+](=O)[O-] (2-chloro-3-nitro-pyridine), C([O-])([O-])=O.[K+].[K+] (potassium carbonate), O (water). Solvent: C(=O)O (formic acid). The product is [N+](=O)([O-])C=1C(=NC=CC1)N1CCC(=CC1)C(=O)O (3′-Nitro-3,6-dihydro-2H-1,2′-bipyridine-4-carboxylic acid). Yield: 43.8%. As a reaction SMILES: [CH2:1]1[C:6]([C:7]([OH:9])=[O:8])=[CH:5][CH2:4][NH:3][CH2:2]1.Cl.Cl[C:12]1[C:17]([N+:18]([O-:20])=[O:19])=[CH:16][CH:15]=[CH:14][N:13]=1.C(=O)([O-])[O-].[K+].[K+].O>C(O)=O>[N+:18]([C:17]1[C:12]([N:3]2[CH2:2][CH:1]=[C:6]([C:7]([OH:9])=[O:8])[CH2:5][CH2:4]2)=[N:13][CH:14]=[CH:15][CH:16]=1)([O-:20])=[O:19] |f:0.1,3.4.5|. Reported procedure: A well homogenised mixture of isoguvacine hydrochloride (497 mg, 3.04 mmol), 2-chloro-3-nitro-pyridine (482 mg, 3.04 mmol) and potassium carbonate (882 mg, 6.38 mmol), was stirred at 60° C. for 1.5 h. The reaction mixture was cooled, poured into a solution of water and formic acid (pH=3) and extracted with dichloromethane. The combined organic layers were washed with brine, dried on Na2SO4 and evaporated to dryness in vacuo to afford a residue, which was purified by flash chromatography (EtOAc—P...